From a dataset of the Open Reaction Database (ORD), a public repository of structured organic reaction records. describe an organic reaction: reactants, conditions, products, and yield Starting materials: CN1CCN(CC1)C1=CC=C(C(=O)NC=2C3=C(NN2)SC(=C3)C(=O)OC(C)(C)C)C=C1 (tert-butyl 3-{[4-(4-methylpiperazin-1-yl)benzoyl]amino}-1H-thieno[2,3-c]pyrazole-5-carboxylate), Cl (hydrochloric acid). The solvent is O1CCOCC1 (dioxane). Conditions: time 16 hour. Product: Cl.CN1CCN(CC1)C1=CC=C(C(=O)NC=2C3=C(NN2)SC(=C3)C(=O)O)C=C1 (3-([4-(4-methylpiperazin-1-yl)benzoyl]amino)-1H-thieno[2,3-c]pyrazole-5-carboxylic acid hydrochloride). RXN SMILES: [CH3:1][N:2]1[CH2:7][CH2:6][N:5]([C:8]2[CH:31]=[CH:30][C:11]([C:12]([NH:14][C:15]3[C:16]4[CH:22]=[C:21]([C:23]([O:25]C(C)(C)C)=[O:24])[S:20][C:17]=4[NH:18][N:19]=3)=[O:13])=[CH:10][CH:9]=2)[CH2:4][CH2:3]1.[ClH:32]>O1CCOCC1>[ClH:32].[CH3:1][N:2]1[CH2:3][CH2:4][N:5]([C:8]2[CH:9]=[CH:10][C:11]([C:12]([NH:14][C:15]3[C:16]4[CH:22]=[C:21]([C:23]([OH:25])=[O:24])[S:20][C:17]=4[NH:18][N:19]=3)=[O:13])=[CH:30][CH:31]=2)[CH2:6][CH2:7]1 |f:3.4|. Procedure: A mixture of tert-butyl 3-{[4-(4-methylpiperazin-1-yl)benzoyl]amino}-1H-thieno[2,3-c]pyrazole-5-carboxylate (0.50 g, 1.1 mmol) in hydrochloric acid 4M in dioxane (15 mL) was stirred for 16 hours at room temperature. Afterward, volatiles were removed by evaporation under reduced pressure and the residue was triturated with ethyl ether to give 0.496 g of the title compound as a white solid. The reactants are C(CC)C(C(C)=O)C(C)=O (3-propyl-2,4-pentanedione), C(=N)(N)NN.Cl (aminoguanidine hydrochloride). The solvent is CO (methanol), O (water), CO (methanol), Cl (hydrochloric acid). Reaction conditions: time 8 hour. Product: Cl.CC1=NN(C(=C1CCC)C)C(=N)N (3,5-dimethyl-4-propyl-1H-pyrazole-1-carboxamidine hydrochloride). Yield: 55.6%. As a reaction SMILES: [CH2:1]([CH:4]([C:8](=O)[CH3:9])[C:5](=O)[CH3:6])[CH2:2][CH3:3].[C:11]([NH:14][NH2:15])([NH2:13])=[NH:12].[ClH:16]>CO.O.Cl>[ClH:16].[CH3:9][C:8]1[C:4]([CH2:1][CH2:2][CH3:3])=[C:5]([CH3:6])[N:14]([C:11]([NH2:13])=[NH:12])[N:15]=1 |f:1.2,6.7|. Procedure details: A solution of 2.06 g of 3-propyl-2,4-pentanedione in 10 ml of methanol was added little by little to a solution of 1.56 g of aminoguanidine hydrochloride in 5 ml of water, 30 ml of methanol and 1 ml of concentrated hydrochloric acid, and stirred overnight at room temperature. The solvents were removed by distillation under reduced pressure, and the residue was purified by silica gel chromatography (eluent: chloroform/methanol=5/1) and then recrystallized from ethanol-ether to obtain 1.70 g of 3,... Starting materials: BrC1=C(C=C(C=C1)C)[N+](=O)[O-] (4-bromo-3-nitrotoluene), ClC(C(=O)OC)(F)F (methyl chlorodifluoroacetate), [F-].[K+] (potassium fluoride), cuprous iodide, CN(C)C=O (DMF). Run in C(CC(O)(C(=O)O)CC(=O)O)(=O)O (citric acid). Reaction conditions: temperature 110 celsius, time 2 day. Product: [N+](=O)([O-])C1=C(C=CC(=C1)C)C(F)(F)F (2-Nitro-4-methylbenzotrifluoride). The yield is 57.0%. RXN SMILES: Br[C:2]1[CH:7]=[CH:6][C:5]([CH3:8])=[CH:4][C:3]=1[N+:9]([O-:11])=[O:10].Cl[C:13]([F:19])([F:18])C(OC)=O.[F-:20].[K+].CN(C=O)C>C(O)(=O)CC(CC(O)=O)(C(O)=O)O>[N+:9]([C:3]1[CH:4]=[C:5]([CH3:8])[CH:6]=[CH:7][C:2]=1[C:13]([F:19])([F:20])[F:18])([O-:11])=[O:10] |f:2.3|. Reported procedure: A mixture of 6.00 g (27.8 mmol) of 4-bromo-3-nitrotoluene, 5.86 mL (8.03 g, 55.6 mmol) of methyl chlorodifluoroacetate, 1.93 g (33.4 mmol) of potassium fluoride, 5.31 g (27.8 mmol) of cuprous iodide, and 25 mL of dry DMF was stirred at 110° C. for 2 days. The cooled material was diluted with aqueous citric acid and extracted 3× with ethyl acetate. The combined organic extracts were washed with H2O, then with brine, and dried over anhydrous Na2SO4. The residue obtained upon concentration of the f... The reactants are COC1=CC=C(C=C1)C1=CC=CC=2N1N=C(N2)NC(=O)C2CC2 (cyclopropanecarboxylic acid [5-(4-methoxy-phenyl)-[1,2,4]triazolo[1,5-a]pyridin-2-yl]-amide). Run in O1CCCC1 (tetrahydrofuran). Reaction conditions: time 8 hour. The product is C1(CC1)CNC1=NN2C(C=CC=C2C2=CC=C(C=C2)OC)=N1 (Cyclopropylmethyl-[5-(4-methoxy-phenyl)-[1,2,4]triazolo[1,5-a]pyridin-2-yl]-amine). As a reaction SMILES: [CH3:1][O:2][C:3]1[CH:8]=[CH:7][C:6]([C:9]2[N:14]3[N:15]=[C:16]([NH:18][C:19]([CH:21]4[CH2:23][CH2:22]4)=O)[N:17]=[C:13]3[CH:12]=[CH:11][CH:10]=2)=[CH:5][CH:4]=1>O1CCCC1>[CH:21]1([CH2:19][NH:18][C:16]2[N:17]=[C:13]3[CH:12]=[CH:11][CH:10]=[C:9]([C:6]4[CH:5]=[CH:4][C:3]([O:2][CH3:1])=[CH:8][CH:7]=4)[N:14]3[N:15]=2)[CH2:22][CH2:23]1. Reported procedure: To cyclopropanecarboxylic acid [5-(4-methoxy-phenyl)-[1,2,4]triazolo[1,5-a]pyridin-2-yl]-amide (WW-005) ((0.07 g, 0.227 mmol), BH3 (1M in tetrahydrofuran, 1.2 mL, 1.2 mmol) was added dropwise and the mixture was stirred overnight. The reaction was quenched with methanol and the solvents were removed under reduced pressure. The crude product was purified by preparatory HPLC. LCMS method: 1, 4.45 min, MI: 295 [M+1]. 1H NMR (DMSO): 0.18-0.22 (m, 2H), 0.35-0.41 (m, 2H), 1.04-1.08 (m, 1H), 2.87 (t, 2... The reactants are C(C1=CC=CC=C1)OC1=CC(=C2C=C(NC2=C1)C(=O)O)C (6-benzyloxy-4-methyl-1H-indole-2-carboxylic acid), HCl ice water. Reagents/catalysts: [Cr](=O)([O-])[O-].[Cu+2] (copper chromite). Run in N1=CC=CC2=CC=CC=C12 (quinoline). Run at temperature 230 celsius. The product is C(C1=CC=CC=C1)OC1=CC(=C2C=CNC2=C1)C (6-Benzyloxy-4-methyl-1H-indole). The yield is 33.7%. RXN SMILES: [CH2:1]([O:8][C:9]1[CH:17]=[C:16]2[C:12]([CH:13]=[C:14](C(O)=O)[NH:15]2)=[C:11]([CH3:21])[CH:10]=1)[C:2]1[CH:7]=[CH:6][CH:5]=[CH:4][CH:3]=1>N1C2C(=CC=CC=2)C=CC=1.[Cr]([O-])([O-])=O.[Cu+2]>[CH2:1]([O:8][C:9]1[CH:17]=[C:16]2[C:12]([CH:13]=[CH:14][NH:15]2)=[C:11]([CH3:21])[CH:10]=1)[C:2]1[CH:3]=[CH:4][CH:5]=[CH:6][CH:7]=1 |f:2.3|. Procedure: A suspension of 6-benzyloxy-4-methyl-1H-indole-2-carboxylic acid (28 mg, 0.95 mmol) and copper chromite (19 mg, 0.06 mmol) in quinoline (1.4 ml) was heated at 230° C. (bath temp.) for 1.5 h. The mixture was poured onto 2 N HCl/ice water 1/1 and extracted three times with ethyl acetate. The combined extracts were washed with saturated aqueous NaHCO3 solution and brine and dried over sodium sulfate. Evaporation of the solvent under reduced pressure left a black oil which was purified by column chr... The reactants are CN1C(=O)C2=C(S1)CCC2 (2-methyl-4,5-trimethylene-4-isothiazolin-3-one), C(C)(C)(C)S.[Na] (sodium tertiary butyl mercaptan). Solvent: CO (methanol). Yields the product C(C)(C)(C)SSC1=C(CCC1)C(=O)NC (1-tertiarybutyldithio-2-methylaminocarbonylcyclopentene). RXN SMILES: [CH3:1][N:2]1[S:7][C:6]2[CH2:8][CH2:9][CH2:10][C:5]=2[C:3]1=[O:4].[C:11]([SH:15])([CH3:14])([CH3:13])[CH3:12].[Na]>CO>[C:11]([S:15][S:7][C:6]1[CH2:8][CH2:9][CH2:10][C:5]=1[C:3]([NH:2][CH3:1])=[O:4])([CH3:14])([CH3:13])[CH3:12] |f:1.2,^1:15|. Procedure: 2-methyl-4,5-trimethylene-4-isothiazolin-3-one (0.78 parts) and sodium tertiary butyl mercaptan (0.56 parts) were stirred together in methanol (10 parts by volume) at 20° to 25° C. for 1 hour. The reactants were then drowned out into distilled water (100 parts by volume) and the disulphide reaction product (1 part) which separated was filtered and dried. The disulphide melted at 153°-5° C. Starting materials: ClCCCC1(C2=CC=CC=C2C=2C=CC=CC12)C#N (9-(3-chloropropyl)-9-cyanofluorene), N1CCOCC1 (morpholine), [I-].[K+] (potassium iodide). Yields the product O1CCN(CC1)CCCC1(C2=CC=CC=C2C=2C=CC=CC12)C#N (9-(3-morpholinopropyl)-9-cyanofluorene). As a reaction SMILES: Cl[CH2:2][CH2:3][CH2:4][C:5]1([C:18]#[N:19])[C:17]2[CH:16]=[CH:15][CH:14]=[CH:13][C:12]=2[C:11]2[C:6]1=[CH:7][CH:8]=[CH:9][CH:10]=2.[NH:20]1[CH2:25][CH2:24][O:23][CH2:22][CH2:21]1.[I-].[K+]>>[O:23]1[CH2:24][CH2:25][N:20]([CH2:2][CH2:3][CH2:4][C:5]2([C:18]#[N:19])[C:17]3[CH:16]=[CH:15][CH:14]=[CH:13][C:12]=3[C:11]3[C:6]2=[CH:7][CH:8]=[CH:9][CH:10]=3)[CH2:21][CH2:22]1 |f:2.3|. Procedure details: 9-Cyanofluorene was reacted with sodium amide and 1,3-dichloropropane to give 9-(3chloropropyl)-9-cyanofluorene. A solution of 10.0 g. of 9-(3-chloropropyl)-9-cyanofluorene in 200 ml. of morpholine containing 2.0 g. of potassium iodide was stirred at 160° C. for sixteen hours. After cooling the reaction mixture to room temperature, the solution was diluted with 500 ml. of water, and the aqueous mixture was extracted several times with ethylacetate. The organic extracts were combined, washed with...